This data is from the Open Reaction Database (ORD), a public repository of structured organic reaction records. The task is: describe an organic reaction: reactants, conditions, products, and yield Reactants: ClC1=CC=C(CBr)C=C1 (4-chlorobenzyl bromide), [N-]=[N+]=[N-].[Na+] (NaN3). Solvent: CC(=O)C (acetone). The product is N(=[N+]=[N-])CC1=CC=C(C=C1)Cl (1-(azidomethyl)-4-chlorobenzene). Reaction SMILES: [Cl:1][C:2]1[CH:9]=[CH:8][C:5]([CH2:6]Br)=[CH:4][CH:3]=1.[N-:10]=[N+:11]=[N-:12].[Na+]>CC(C)=O>[N:10]([CH2:6][C:5]1[CH:8]=[CH:9][C:2]([Cl:1])=[CH:3][CH:4]=1)=[N+:11]=[N-:12] |f:1.2|. Procedure: A solution of 4-chlorobenzyl bromide in acetone was treated with NaN3 and refluxed for 3 hours. The reactions was concentrated by 50% and diluted with saturated sodium chloride solution. The reaction was then extracted with Et2O, washed with brine, dried (Na2SO4) and concentrated to give 1-(azidomethyl)-4-chlorobenzene. Run at time 6 hour. Solvent: CO (MeOH). Reactants: COC(CCCCC(OC)OC)=O (6,6-dimethoxycaproic acid methyl ester), Cl (hydrochloric acid), crude product. As a reaction SMILES: [CH3:1][O:2][C:3](=[O:13])[CH2:4][CH2:5][CH2:6][CH2:7][CH:8](OC)[O:9]C.Cl>CO>[C:3]([CH2:4][CH2:5][CH2:6][CH2:7][CH:8]=[O:9])([O:2][CH3:1])=[O:13]. Product: C(=O)(OC)CCCCC=O (5-carbomethoxy-1-pentanal). Procedure: After the reaction, MeOH was recovered, following by the same treatment as above to give 9.47 g. of crude 6,6-dimethoxycaproic acid methyl ester. Then, a 10 wt.% aqueous hydrochloric acid solution was added to this crude product, followed by stirring for 6 hours at room temperature. The reaction mixture was treated by usual method to give crude products. Pure 3.20 g. of 5-carbomethoxy-1-pentanal was obtained by column chromatography. Starting materials: C(C=CC#C)O (2-penten-4-yn-1-ol), IC1=CC(=CC=C1)I (1,3-diiodobenzene). The reagents and catalysts are [Cu]I (copper(I) iodide), C=1C=CC(=CC1)[P](C=2C=CC=CC2)(C=3C=CC=CC3)[Pd]([P](C=4C=CC=CC4)(C=5C=CC=CC5)C=6C=CC=CC6)([P](C=7C=CC=CC7)(C=8C=CC=CC8)C=9C=CC=CC9)[P](C=1C=CC=CC1)(C=1C=CC=CC1)C=1C=CC=CC1 (tetrakis(triphenylphosphine)palladium). Solvent: C(C)(C)NC(C)C (diisopropylamine), C(C)(C)NC(C)C (diisopropylamine). Run at time 1 hour. The product is OC/C=C/C#CC=1C=C(C=CC1)C#C/C=C/CO ((E)(E) 5-[3-(5-hydroxy-pent-3-en-1-ynyl)-phenyl]-pent-2-en-4-yn-1-ol). Isolated yield 70.8%. RXN SMILES: I[C:2]1[CH:7]=[CH:6][CH:5]=[C:4](I)[CH:3]=1.[CH2:9]([OH:14])[CH:10]=[CH:11][C:12]#[CH:13]>C(NC(C)C)(C)C.[Cu]I.C1C=CC([P]([Pd]([P](C2C=CC=CC=2)(C2C=CC=CC=2)C2C=CC=CC=2)([P](C2C=CC=CC=2)(C2C=CC=CC=2)C2C=CC=CC=2)[P](C2C=CC=CC=2)(C2C=CC=CC=2)C2C=CC=CC=2)(C2C=CC=CC=2)C2C=CC=CC=2)=CC=1>[OH:14][CH2:9]/[CH:10]=[CH:11]/[C:12]#[C:13][C:4]1[CH:3]=[C:2]([C:13]#[C:12]/[CH:11]=[CH:10]/[CH2:9][OH:14])[CH:7]=[CH:6][CH:5]=1 |^1:27,29,48,67|. Reported procedure: To a solution of 1,3-diiodobenzene (2.64 g, 8.0 mmol) in diisopropylamine (25 mL) under a nitrogen atmosphere were added copper(I) iodide (75 mg, 0.4 mmol) and tetrakis(triphenylphosphine)palladium (80 mg, 0.07 mmol). After the mixture stirred for 1 h, a solution of 2-penten-4-yn-1-ol (2.0 g, 24.0 mmol) in diisopropylamine (10 mL) was added. After stirring at 60° C. for 16 h, the reaction mixture was filtered and the filtrate evaporated to dryness. The product was purified by flash chromatograph... Reactants: Fc1cccc(CBr)c1, CC(C)(C)C(=O)Nc1cccc(CO)n1. Product: CC(C)(C)C(=O)Nc1cccc(COCc2cccc(F)c2)n1. Reaction SMILES: [F:16][c:17]1[cH:18][c:19]([CH2:20][Br:21])[cH:22][cH:23][cH:24]1.[OH:1][CH2:2][c:3]1[cH:4][cH:5][cH:6][c:7]([NH:9][C:10]([C:11]([CH3:12])([CH3:13])[CH3:14])=[O:15])[n:8]1>>[O:1]([CH2:2][c:3]1[cH:4][cH:5][cH:6][c:7]([NH:9][C:10]([C:11]([CH3:12])([CH3:13])[CH3:14])=[O:15])[n:8]1)[CH2:20][c:19]1[cH:18][c:17]([F:16])[cH:24][cH:23][cH:22]1. The reactants are C(C1=CC=CC=C1)OC1=C(C=C(C(=O)NCC(C2=CC(=NC(=C2)C)CC(C)C)(OCC)OCC)C=C1C)CC (4-benzyloxy-N-[2,2-diethoxy-2-(2-isobutyl-6-methyl-pyridin-4-yl)-ethyl]-3-ethyl-5-methyl-benzamide). Run in CC(=O)C (acetone), Cl (HCl). Run at temperature 70 celsius, time 5 hour. Yields the product C(C1=CC=CC=C1)OC1=C(C=C(C(=O)NCC(=O)C2=CC(=NC(=C2)C)CC(C)C)C=C1C)CC (4-benzyloxy-3-ethyl-N-[2-(2-isobutyl-6-methyl-pyridin-4-yl)-2-oxo-ethyl]-5-methyl-benzamide). The yield is 36.3%. RXN SMILES: [CH2:1]([O:8][C:9]1[C:36]([CH3:37])=[CH:35][C:12]([C:13]([NH:15][CH2:16][C:17](OCC)([O:29]CC)[C:18]2[CH:23]=[C:22]([CH3:24])[N:21]=[C:20]([CH2:25][CH:26]([CH3:28])[CH3:27])[CH:19]=2)=[O:14])=[CH:11][C:10]=1[CH2:38][CH3:39])[C:2]1[CH:7]=[CH:6][CH:5]=[CH:4][CH:3]=1>CC(C)=O.Cl>[CH2:1]([O:8][C:9]1[C:36]([CH3:37])=[CH:35][C:12]([C:13]([NH:15][CH2:16][C:17]([C:18]2[CH:23]=[C:22]([CH3:24])[N:21]=[C:20]([CH2:25][CH:26]([CH3:28])[CH3:27])[CH:19]=2)=[O:29])=[O:14])=[CH:11][C:10]=1[CH2:38][CH3:39])[C:2]1[CH:3]=[CH:4][CH:5]=[CH:6][CH:7]=1. Reported procedure: To a solution of the above 4-benzyloxy-N-[2,2-diethoxy-2-(2-isobutyl-6-methyl-pyridin-4-yl)-ethyl]-3-ethyl-5-methyl-benzamide (112 mg, 0.210 mmol) in acetone (5 mL), 1 N aq. HCl (5.5 mL) is added and the mixture is stirred at 70° C. for 5 h. The acetone is evaporated and the remaining mixture is cooled to 0° C. before it is neutralized with aq. NaOH solution and extracted twice with EA (2×20 mL). The combined org. extracts are dried over Na2SO4, filtered and concentrated. The crude product is pu... Reactants: CCN1CCNCC1, CCO, Cc1ccc(NC(=O)c2ccc(CCl)cc2)cc1Nc1nccc(-c2cccnc2)n1, Cl. Yields the product CCN1CCN(Cc2ccc(C(=O)Nc3ccc(C)c(Nc4nccc(-c5cccnc5)n4)c3)cc2)CC1. RXN SMILES: [CH2:33]([CH3:34])[N:35]1[CH2:36][CH2:37][NH:38][CH2:39][CH2:40]1.[CH3:41][CH2:42][OH:43].[Cl:2][CH2:3][c:4]1[cH:5][cH:6][c:7]([C:8](=[O:9])[NH:10][c:11]2[cH:12][c:13]([NH:18][c:19]3[n:20][cH:21][cH:22][c:23](-[c:25]4[cH:26][n:27][cH:28][cH:29][cH:30]4)[n:24]3)[c:14]([CH3:17])[cH:15][cH:16]2)[cH:31][cH:32]1.[ClH:1]>>[CH2:3]([c:4]1[cH:5][cH:6][c:7]([C:8](=[O:9])[NH:10][c:11]2[cH:12][c:13]([NH:18][c:19]3[n:20][cH:21][cH:22][c:23](-[c:25]4[cH:26][n:27][cH:28][cH:29][cH:30]4)[n:24]3)[c:14]([CH3:17])[cH:15][cH:16]2)[cH:31][cH:32]1)[N:38]1[CH2:37][CH2:36][N:35]([CH2:33][CH3:34])[CH2:40][CH2:39]1. Starting materials: Cl (hydrochloric acid), C(C)(C)(C)C=1C=C(C=C2SC3=C(N(C2=O)CC(=O)OCC)C=CC=C3)C=C(C1O)C(C)(C)C (2-(3,5-di-tert.-butyl-4-hydroxybenzylidene)-3,4-dihydro-4-ethoxycarbonylmethyl-3-oxo-2H-1,4-benzothiazine), N (ammonia). Run in CO (methanol), CO (methanol). Reaction conditions: temperature 80 celsius, time 4 day. Product: C(N)(=O)CN1C(C(SC2=C1C=CC=C2)=CC2=CC(=C(C(=C2)C(C)(C)C)O)C(C)(C)C)=O (4-Carbamoylmethyl-2-(3,5-di-tert.-butyl-4-hydroxybenzylidene)-3,4-dihydro-3-oxo-2H-1,4-benzothiazine). The yield is 37.3%. Reaction SMILES: Cl.[C:2]([C:6]1[CH:7]=[C:8]([CH:27]=[C:28]([C:31]([CH3:34])([CH3:33])[CH3:32])[C:29]=1[OH:30])[CH:9]=[C:10]1[C:15](=[O:16])[N:14]([CH2:17][C:18]([O:20]CC)=O)[C:13]2[CH:23]=[CH:24][CH:25]=[CH:26][C:12]=2[S:11]1)([CH3:5])([CH3:4])[CH3:3].[NH3:35]>CO>[C:18]([CH2:17][N:14]1[C:13]2[CH:23]=[CH:24][CH:25]=[CH:26][C:12]=2[S:11][C:10](=[CH:9][C:8]2[CH:27]=[C:28]([C:31]([CH3:33])([CH3:32])[CH3:34])[C:29]([OH:30])=[C:6]([C:2]([CH3:3])([CH3:5])[CH3:4])[CH:7]=2)[C:15]1=[O:16])(=[O:20])[NH2:35]. Procedure: 0.1N hydrochloric acid in methanol (3 ml) was added to a solution of 2-(3,5-di-tert.-butyl-4-hydroxybenzylidene)-3,4-dihydro-4-ethoxycarbonylmethyl-3-oxo-2H-1,4-benzothiazine (Compound No. 1-1, 0.4 g) in 17.85 N ammonia in methanol (15 ml). After the addition, the mixture was stirred for 4 days at 80° C. in a sealed tube and followed by concentration in vacuo. To the residue, dilute hydrochloric acid was added and the whole was extracted with ethyl acetate. The organic layer was dried over anhyd...